Dataset: the Open Reaction Database (ORD), a public repository of structured organic reaction records. Task: describe an organic reaction: reactants, conditions, products, and yield Starting materials: O=C([O-])O, C1=COCC1, Cc1cc(C2=NOC(c3cc(Cl)cc(Cl)c3)(C(F)(F)F)C2)ccc1C(N)=O, ClCCl, [Na+], O, Cc1ccc(S(=O)(=O)O)cc1. Product: Cc1cc(C2=NOC(c3cc(Cl)cc(Cl)c3)(C(F)(F)F)C2)ccc1C(=O)NC1CCCO1. RXN SMILES: [C:45](=[O:46])([O-:47])[OH:48].[CH2:28]1[CH2:29][CH:30]=[CH:31][O:32]1.[Cl:1][c:2]1[cH:3][c:4]([C:9]2([C:24]([F:25])([F:26])[F:27])[CH2:10][C:11]([c:14]3[cH:15][c:16]([CH3:23])[c:17]([C:18](=[O:19])[NH2:20])[cH:21][cH:22]3)=[N:12][O:13]2)[cH:5][c:6]([Cl:8])[cH:7]1.[Cl:50][CH2:51][Cl:52].[Na+:49].[OH2:33].[c:34]1([CH3:35])[cH:36][cH:37][c:38]([S:39]([OH:40])(=[O:41])=[O:42])[cH:43][cH:44]1>>[Cl:1][c:2]1[cH:3][c:4]([C:9]2([C:24]([F:25])([F:26])[F:27])[CH2:10][C:11]([c:14]3[cH:15][c:16]([CH3:23])[c:17]([C:18](=[O:19])[NH:20][CH:31]4[CH2:30][CH2:29][CH2:28][O:32]4)[cH:21][cH:22]3)=[N:12][O:13]2)[cH:5][c:6]([Cl:8])[cH:7]1. Starting materials: C(C)(=O)[O-].[Na+] (sodium acetate), P(=O)(Cl)(Cl)Cl (phosphorus oxychloride), CN(C=O)C (dimethylformamide), C(C)N(C1=CC=C(C=C1)C(=C)C1=CC=CC=C1)CC (1-(p-diethylaminophenyl)-1-phenylethylene). Solvent: O (water), ClCCCl (1,2-dichloroethane), ClCCCl (1,2-dichloroethane). Run at time 30 minute. The product is C(C)N(C1=CC=C(C=C1)C(=CC=O)C1=CC=CC=C1)CC (3-(p-diethylaminophenyl)-3-phenylacrolein). Isolated yield 57.0%. As a reaction SMILES: P(Cl)(Cl)(Cl)=O.CN(C)[CH:8]=[O:9].[CH2:11]([N:13]([CH2:28][CH3:29])[C:14]1[CH:19]=[CH:18][C:17]([C:20]([C:22]2[CH:27]=[CH:26][CH:25]=[CH:24][CH:23]=2)=[CH2:21])=[CH:16][CH:15]=1)[CH3:12].C([O-])(=O)C.[Na+]>ClCCCl.O>[CH2:28]([N:13]([CH2:11][CH3:12])[C:14]1[CH:19]=[CH:18][C:17]([C:20]([C:22]2[CH:27]=[CH:26][CH:25]=[CH:24][CH:23]=2)=[CH:21][CH:8]=[O:9])=[CH:16][CH:15]=1)[CH3:29] |f:3.4|. Procedure: After adding dropwise 3.9 g of phosphorus oxychloride to a solution of 2.2 g of dimethylformamide (DMF) and 50 ml of 1,2-dichloroethane at from 0° to 5° C., the mixture was stirred at that temperature for 30 minutes. Then, a solution of 5.2 g of 1-(p-diethylaminophenyl)-1-phenylethylene in 50 ml of 1,2-dichloroethane solution was added dropwise thereto at that temperature over 30 minutes, and the mixture was reacted from 5 hours at room temperature. Hydrolysis was conducted with an addition of 1... The reactants are CC1=C(C=CC(=C1)C)N1CCN(CC1)C(=O)C1=CC=C(C=C1)I ([4-(2,4-dimethylphenyl)piperazin-1-yl](4-iodophenyl)methanone), N1C(CCCCC1)=O (azepan-2-one). The product is CC1=C(C=CC(=C1)C)N1CCN(CC1)C(=O)C1=CC=C(C=C1)N1C(CCCCC1)=O (1-{4-[4-(2,4-dimethylphenyl)piperazine-1-carbonyl]phenyl}azepan-2-one). Yield: 76.3%. Reaction SMILES: [CH3:1][C:2]1[CH:7]=[C:6]([CH3:8])[CH:5]=[CH:4][C:3]=1[N:9]1[CH2:14][CH2:13][N:12]([C:15]([C:17]2[CH:22]=[CH:21][C:20](I)=[CH:19][CH:18]=2)=[O:16])[CH2:11][CH2:10]1.[NH:24]1[CH2:30][CH2:29][CH2:28][CH2:27][CH2:26][C:25]1=[O:31]>>[CH3:1][C:2]1[CH:7]=[C:6]([CH3:8])[CH:5]=[CH:4][C:3]=1[N:9]1[CH2:14][CH2:13][N:12]([C:15]([C:17]2[CH:22]=[CH:21][C:20]([N:24]3[CH2:30][CH2:29][CH2:28][CH2:27][CH2:26][C:25]3=[O:31])=[CH:19][CH:18]=2)=[O:16])[CH2:11][CH2:10]1. Procedure details: Using [4-(2,4-dimethylphenyl)piperazin-1-yl](4-iodophenyl)methanone (205 mg) described in Preparation Example 108 and azepan-2-one (58 mg) and by the reaction and treatment in the same manner as in Example 1, the title compound (151 mg) was obtained. Reactants: Cl.N1=C(C=CC=C1)C1=CC=C(C=C1)CN(C[C@@H]([C@H](CC1=CC=CC=C1)NC([C@@H](NC(=O)OC)C(C)C)=O)O)N (1-[4-(pyridin-2-yl)-phenyl]-4(S)-hydroxy-2-amino-5(S)-N-(N-methoxycarbonyl-(L)-valyl)amino-6-phenyl-2-azahexane hydrochloride), COC(=O)N[C@@H](C(C)(C)C)C(=O)O (N-methoxycarbonyl-(L)-tert-leucine), C(CCl)Cl (EDC), C=1C=CC2=C(C1)N=NN2O (HOBT), TEA, CN(C)C=O (DMF), CN(C)C=O (DMF). Product: N1=C(C=CC=C1)C1=CC=C(C=C1)CN(C[C@@H]([C@H](CC1=CC=CC=C1)NC([C@@H](NC(=O)OC)C(C)C)=O)O)NC([C@@H](NOC)C(C=C=O)(C)C)=O (1-[4-(Pyridin-2-yl)-phenyl]-4(S)-hydroxy-2-N-(N-methoxy-carbonyl-(L)-tert-leucyl)amino-5(S)-N-(N-methoxycarbonyl-(L)-valyl)amino-6-phenyl-2-azahexane). Reaction SMILES: Cl.[N:2]1[CH:7]=[CH:6][CH:5]=[CH:4][C:3]=1[C:8]1[CH:13]=[CH:12][C:11]([CH2:14][N:15]([NH2:39])[CH2:16][C@H:17]([OH:38])[C@@H:18]([NH:26][C:27](=[O:37])[C@H:28]([CH:34]([CH3:36])[CH3:35])[NH:29][C:30]([O:32][CH3:33])=[O:31])[CH2:19][C:20]2[CH:25]=[CH:24][CH:23]=[CH:22][CH:21]=2)=[CH:10][CH:9]=1.COC(N[C@H:45]([C:50]([OH:52])=O)[C:46]([CH3:49])([CH3:48])[CH3:47])=O.[CH2:53](Cl)CCl.C1C=CC2[N:65]([OH:66])N=NC=2C=1.CN([CH:70]=[O:71])C>>[N:2]1[CH:7]=[CH:6][CH:5]=[CH:4][C:3]=1[C:8]1[CH:9]=[CH:10][C:11]([CH2:14][N:15]([NH:39][C:70](=[O:71])[C@H:49]([C:46]([CH3:47])([CH3:48])[CH:45]=[C:50]=[O:52])[NH:65][O:66][CH3:53])[CH2:16][C@H:17]([OH:38])[C@@H:18]([NH:26][C:27](=[O:37])[C@H:28]([CH:34]([CH3:36])[CH3:35])[NH:29][C:30]([O:32][CH3:33])=[O:31])[CH2:19][C:20]2[CH:25]=[CH:24][CH:23]=[CH:22][CH:21]=2)=[CH:12][CH:13]=1 |f:0.1|. Procedure: Analogously to Example 1, a solution of 0.315 g (0.5 mmol) of 1-[4-(pyridin-2-yl)-phenyl]-4(S)-hydroxy-2-amino-5(S)-N-(N-methoxycarbonyl-(L)-valyl)amino-6-phenyl-2-azahexane hydrochloride in 3 ml of DMF is added dropwise to a mixture of 0.152 g (0.8 mmol) of N-methoxycarbonyl-(L)-tert-leucine, 0.287 g (1.5 mmol) of EDC, 0.135 g (1 mmol) of HOBT and 0.49 ml of TEA in 3 ml of DMF. After working up, the crude product is purified by subsequent medium-pressure column chromatography (SiO2; hexane/ethy... The reactants are title compounds, [NH4+].[Cl-] (NH4Cl), C(C)C1OC2=CC=C(C=C2CC1)N (2-ethyl-3,4-dihydro-2H-chromen-6-amine), C(C)C1OC2=C(C=CC=C2CC1)N (2-ethyl-3,4-dihydro-2H-chromen-8-amine), TEA, CS(=O)(=O)Cl (methanesulfonyl chloride). The reagents and catalysts are [Fe] (Fe). Run in C(Cl)Cl (DCM), CO (MeOH). Run at temperature 85 celsius, time 1 hour. Product: C(C)C1OC2=CC=C(C=C2CC1)NS(=O)(=O)C (N-(2-ethyl-3,4-dihydro-2H-chromen-6-yl)methanesulfonamide). The yield is 12.0%. As a reaction SMILES: [NH4+].[Cl-].[CH2:3]([CH:5]1[CH2:14][CH2:13][C:12]2[C:7](=[CH:8][CH:9]=[C:10]([NH2:15])[CH:11]=2)[O:6]1)[CH3:4].C(C1CCC2C(=C(N)C=CC=2)O1)C.[CH3:29][S:30](Cl)(=[O:32])=[O:31]>CO.C(Cl)Cl.[Fe]>[CH2:3]([CH:5]1[CH2:14][CH2:13][C:12]2[C:7](=[CH:8][CH:9]=[C:10]([NH:15][S:30]([CH3:29])(=[O:32])=[O:31])[CH:11]=2)[O:6]1)[CH3:4] |f:0.1|. Reported procedure: The mixture of the title compounds from Step 4 (600 mg) was suspended in MeOH (6 mL) and sat. NH4Cl solution (2 mL). Fe (810 mg, 14.5 mmol) was added and the mixture was heated to 85° C. for 2.5 h. It was then filtered and extracted with EtOAc. The organic layer was dried and concentrated under reduced pressure to give a crude mixture of 2-ethyl-3,4-dihydro-2H-chromen-6-amine and 2-ethyl-3,4-dihydro-2H-chromen-8-amine. This mixture was dissolved in DCM (10 mL) and TEA (0.8 mL) and methanesulfony... Reactants: C(C)OC(CC(=O)C1=C(C=CC=C1)OC)=O (3-(2-methoxy-phenyl)-3-oxo-propionic acid ethyl ester), BrN1C(CCC1=O)=O (N-bromosuccinimide), O (Water). Run in C(Cl)(Cl)(Cl)Cl (carbon tetrachloride). Reaction conditions: time 4 hour. The product is C(C)OC(C(C(=O)C1=C(C=CC=C1)OC)Br)=O (2-Bromo-3-(2-methoxyphenyl)-3-oxo-propionic acid ethyl ester). Reaction SMILES: [CH2:1]([O:3][C:4](=[O:16])[CH2:5][C:6]([C:8]1[CH:13]=[CH:12][CH:11]=[CH:10][C:9]=1[O:14][CH3:15])=[O:7])[CH3:2].[Br:17]N1C(=O)CCC1=O.O>C(Cl)(Cl)(Cl)Cl>[CH2:1]([O:3][C:4](=[O:16])[CH:5]([Br:17])[C:6]([C:8]1[CH:13]=[CH:12][CH:11]=[CH:10][C:9]=1[O:14][CH3:15])=[O:7])[CH3:2]. Procedure details: To a solution of 3-(2-methoxy-phenyl)-3-oxo-propionic acid ethyl ester (5.3 g, 23.9 mmol; prepared as reported in J. Org. Chem. 2001, 66, 6323-6332) in carbon tetrachloride (50 ml) was added of N-bromosuccinimide (5.1 g, 28.7 mmol) portion-wise The reaction mixture was stirred at room temperature under an Ar atmosphere for 4 hours. Water was added, the resulting mixture was extracted with CHCl3, and the organics were dried over Na2SO4 and evaporated under reduced pressure to yield the title comp... Reactants: BrC=1C(=C(N)C=CC1)F (3-bromo-2-fluoroaniline), C1(CC1)B(O)O (cyclopropylboronic acid), P(=O)([O-])([O-])[O-].[K+].[K+].[K+] (potassium phosphate), C1(CCCCC1)P(C1CCCCC1)C1CCCCC1 (tricyclohexylphosphine). Reagents/catalysts: CC(=O)[O-].CC(=O)[O-].[Pd+2] (Pd(OAc)2). The solvent is C1(=CC=CC=C1)C (toluene), O (water). Conditions: temperature 100 celsius. Product: C1(CC1)C=1C(=C(C=CC1)N)F (3-Cyclopropyl-2-fluoro-phenylamine). As a reaction SMILES: Br[C:2]1[C:3]([F:9])=[C:4]([CH:6]=[CH:7][CH:8]=1)[NH2:5].[CH:10]1(B(O)O)[CH2:12][CH2:11]1.P([O-])([O-])([O-])=O.[K+].[K+].[K+].C1(P(C2CCCCC2)C2CCCCC2)CCCCC1>C1(C)C=CC=CC=1.O.CC([O-])=O.CC([O-])=O.[Pd+2]>[CH:10]1([C:2]2[C:3]([F:9])=[C:4]([NH2:5])[CH:6]=[CH:7][CH:8]=2)[CH2:12][CH2:11]1 |f:2.3.4.5,9.10.11|. Procedure details: To a solution of 3-bromo-2-fluoroaniline (200 mg, 1.05 mmol), cyclopropylboronic acid (118 mg, 1.37 mmol), potassium phosphate (782 mg, 3.68 mmol), and tricyclohexylphosphine (29.5 mg, 0.105 mmol) in toluene (2.4 mL) and water (120 μL) was added Pd(OAc)2 (11.8 mg, 0.05 mmol). The reaction mixture was degassed by repeating alternating application of vacuum and positive nitrogen pressure (3×), and then heated at 100° C. under nitrogen overnight. The mixture was cooled to RT, diluted with water, an...